Dataset: the Open Reaction Database (ORD), a public repository of structured organic reaction records. Task: describe an organic reaction: reactants, conditions, products, and yield Procedure details: Sodium hydride (1.05 eq) was slowly added at 0° C. to a solution of N-methyltrifluoro-acetamide (25 g) in DMF (140 mL). The mixture was stirred for 1 h at room temperature under nitrogen. Then, a solution of bromohexene (32.1 g) in DMF (25 mL) was added dropwise and the mixture was heated to 70° C. for 12 hours. The reaction mixture was poured on water (200 mL) and extracted with ether (4×50 mL), dried (MgSO4), filtered and evaporated to give 35 g of the target product 18 as a yellowish oil whic... Product: C(CCCC=C)N(C(C(F)(F)F)=O)C (N-(hex-5-enyl)-N-methyltrifluoroacetamide). Reaction SMILES: [H-].[Na+].[CH3:3][NH:4][C:5](=[O:10])[C:6]([F:9])([F:8])[F:7].Br[CH:12]=[CH:13][CH2:14][CH2:15][CH2:16][CH3:17]>CN(C=O)C>[CH2:17]([N:4]([CH3:3])[C:5](=[O:10])[C:6]([F:9])([F:8])[F:7])[CH2:16][CH2:15][CH2:14][CH:13]=[CH2:12] |f:0.1|. Yield: 85.0%. Conditions: time 1 hour. Reactants: [H-].[Na+] (Sodium hydride), CNC(C(F)(F)F)=O (N-methyltrifluoro-acetamide), BrC=CCCCC (bromohexene). The solvent is CN(C)C=O (DMF), CN(C)C=O (DMF). Reactants: OOS(=O)[O-].[K+] (oxone), BrC=1C(=NC(=NC1)SC)C=1SC=2C=NC=CC2N1 (2-(5-bromo-2-(methylthio)pyrimidin-4-yl)thiazolo[5,4-c]pyridine), O (water). The solvent is ClCCl (dichloromethane). The product is BrC=1C(=NC(=NC1)S(=O)(=O)C)C=1SC=2C=NC=CC2N1 (2-(5-bromo-2-(methylsulfonyl)pyrimidin-4-yl)thiazolo[5,4-c]pyridine). Isolated yield 82.0%. RXN SMILES: [OH:1]OS([O-])=O.[K+].[Br:7][C:8]1[C:9]([C:16]2[S:17][C:18]3[CH:19]=[N:20][CH:21]=[CH:22][C:23]=3[N:24]=2)=[N:10][C:11]([S:14][CH3:15])=[N:12][CH:13]=1.[OH2:25]>ClCCl>[Br:7][C:8]1[C:9]([C:16]2[S:17][C:18]3[CH:19]=[N:20][CH:21]=[CH:22][C:23]=3[N:24]=2)=[N:10][C:11]([S:14]([CH3:15])(=[O:1])=[O:25])=[N:12][CH:13]=1 |f:0.1|. Reported procedure: A solution of oxone (179 mg, 0.29 mmol) in water (10 mL) was added dropwise to a stirred solution of 2-(5-bromo-2-(methylthio)pyrimidin-4-yl)thiazolo[5,4-c]pyridine (66 mg, 0.19 mmol) in dichloromethane (12 mL) at 0° C. The bright yellow suspension was allowed to warm to r.t. overnight. After 14 h the organic layer was separated, dried over sodium sulfate, filtered and the solvent evaporated in vacuo. The residue was purified by flash chromatography (ethyl acetate/hexane 25:75 to 50:50) to yield...